Dataset: the Open Reaction Database (ORD), a public repository of structured organic reaction records. Task: describe an organic reaction: reactants, conditions, products, and yield Reactants: C(#C)[Mg]Br (ethynyl magnesium bromide), solution, FC(C=1OC(=CC1COC1OCCCC1)CBr)(F)F (2-trifluoromethyl-5-bromomethyl-3-(tetrahydropyranyloxymethyl)furan), P(=O)(O)(O)[O-].[Na+] (sodium dihydrogenphosphate). The reagents and catalysts are [Cu](Cl)Cl (copper chloride). The solvent is O1CCCC1 (tetrahydrofuran), O1CCCC1 (tetrahydrofuran). Run at temperature 20 celsius. The product is FC(C=1OC(=CC1COC1OCCCC1)CC#C)(F)F (2-trifluoromethyl-5-(2-propynyl)-3-(tetrahydropyranyloxymethyl)furan). As a reaction SMILES: [C:1]([Mg]Br)#[CH:2].[F:5][C:6]([F:23])([F:22])[C:7]1[O:8][C:9]([CH2:20]Br)=[CH:10][C:11]=1[CH2:12][O:13][CH:14]1[CH2:19][CH2:18][CH2:17][CH2:16][O:15]1.P([O-])(O)(O)=O.[Na+]>O1CCCC1.[Cu](Cl)Cl>[F:23][C:6]([F:5])([F:22])[C:7]1[O:8][C:9]([CH2:20][C:1]#[CH:2])=[CH:10][C:11]=1[CH2:12][O:13][CH:14]1[CH2:19][CH2:18][CH2:17][CH2:16][O:15]1 |f:2.3|. Procedure details: 90 ml of ethynyl magnesium bromide as a 1M solution in tetrahydrofuran and 1.8 g of copper chloride were added to 6.18 g of the product of Stage E in 15 ml of tetrahydrofuran and the mixture was refluxed for 18 hours, cooled to 20° C., poured into a saturated aqueous sodium dihydrogenphosphate solution, and extracted with isopropyl ether. The extract was dried and the solvent evaporated. The residue was chromatographed on silica (eluent: 9/1 hexane/isopropyl ether) to obtain 1.5 g of the expecte... The reactants are CC(C)(C)OC(=O)N1CCCC1C(=O)O, CNOC, CN(C)c1ccncc1, C(=NC1CCCCC1)=NC1CCCCC1, CCN(C(C)C)C(C)C, ClCCl, Cl, On1nnc2ccccc21. Yields the product CON(C)C(=O)C1CCCN1C(=O)OC(C)(C)C. Reaction SMILES: [C:1]([CH3:2])([CH3:3])([CH3:4])[O:5][C:6](=[O:7])[N:8]1[CH:9]([C:10](=[O:11])[OH:12])[CH2:13][CH2:14][CH2:15]1.[CH3:51][NH:52][O:53][CH3:54].[CH3:58][N:59]([c:60]1[cH:61][cH:62][n:63][cH:64][cH:65]1)[CH3:66].[CH:16]1([N:17]=[C:18]=[N:19][CH:20]2[CH2:21][CH2:22][CH2:23][CH2:24][CH2:25]2)[CH2:26][CH2:27][CH2:28][CH2:29][CH2:30]1.[CH:41]([N:42]([CH2:43][CH3:44])[CH:45]([CH3:46])[CH3:47])([CH3:48])[CH3:49].[Cl:55][CH2:56][Cl:57].[ClH:50].[OH:31][n:32]1[c:33]2[c:34]([cH:35][cH:36][cH:37][cH:38]2)[n:39][n:40]1>>[C:1]([CH3:2])([CH3:3])([CH3:4])[O:5][C:6](=[O:7])[N:8]1[CH:9]([C:10](=[O:12])[N:52]([CH3:51])[O:53][CH3:54])[CH2:13][CH2:14][CH2:15]1. The reactants are BrC1=CC=C(C=C1)C1=NC=2C(=NC=CC2)N1CC(=O)O (2-(4-bromophenyl)-3H-imidazo[4,5-b]pyridine-3-acetic acid), C(=O)(N1C=NC=C1)N1C=NC=C1 (1,1'-carbonyldiimidazole), NCCN1CCCCC1 (1-(2-aminoethyl)piperidine). The solvent is O1CCCC1 (tetrahydrofuran), O1CCCC1 (tetrahydrofuran). Reaction conditions: time 3 hour. Product: BrC1=CC=C(C=C1)C1=NC=2C(=NC=CC2)N1CC(=O)NCCN1CCCCC1 (2-(4-Bromophenyl)-N-[2-(1-piperidinyl)ethyl]-3H-imidazo[4,5-b]pyridine-3-acetamide). Isolated yield 72.8%. RXN SMILES: [Br:1][C:2]1[CH:7]=[CH:6][C:5]([C:8]2[N:16]([CH2:17][C:18]([OH:20])=O)[C:11]3=[N:12][CH:13]=[CH:14][CH:15]=[C:10]3[N:9]=2)=[CH:4][CH:3]=1.C(N1C=CN=C1)(N1C=CN=C1)=O.[NH2:33][CH2:34][CH2:35][N:36]1[CH2:41][CH2:40][CH2:39][CH2:38][CH2:37]1>O1CCCC1>[Br:1][C:2]1[CH:3]=[CH:4][C:5]([C:8]2[N:16]([CH2:17][C:18]([NH:33][CH2:34][CH2:35][N:36]3[CH2:41][CH2:40][CH2:39][CH2:38][CH2:37]3)=[O:20])[C:11]3=[N:12][CH:13]=[CH:14][CH:15]=[C:10]3[N:9]=2)=[CH:6][CH:7]=1. Reported procedure: A suspension of 2-(4-bromophenyl)-3H-imidazo[4,5-b]pyridine-3-acetic acid (6.0 g, 0.018 mole), 1,1'-carbonyldiimidazole (2.9 g, 0.018 mole) and anhydrous tetrahydrofuran (100 ml) was stirred at room temperature with a stream of nitrogen bubbling through for 3 hours. The nitrogen flow was stopped and a solution of 1-(2-aminoethyl)piperidine (2.3 g, 0.018 mole) in dry tetrahydrofuran (25 ml) was added. The solution was stirred at room temperature under nitrogen for 2 hours. The reaction mixture wa... Starting materials: C1CCOC1, CO, CCOC(=O)C1(c2cc(Cl)c(OCC(F)(F)F)c(-c3ccc(C(C)C)cc3)c2)CCC1, [Li+], [OH-], O, O. Yields the product CC(C)c1ccc(-c2cc(C3(C(=O)O)CCC3)cc(Cl)c2OCC(F)(F)F)cc1. RXN SMILES: [CH2:37]1[O:38][CH2:39][CH2:40][CH2:41]1.[CH3:35][OH:36].[Cl:1][c:2]1[cH:3][c:4]([C:23]2([C:27](=[O:28])[O:29][CH2:30][CH3:31])[CH2:24][CH2:25][CH2:26]2)[cH:5][c:6](-[c:14]2[cH:15][cH:16][c:17]([CH:20]([CH3:21])[CH3:22])[cH:18][cH:19]2)[c:7]1[O:8][CH2:9][C:10]([F:11])([F:12])[F:13].[Li+:34].[OH-:33].[OH2:32].[OH2:42]>>[Cl:1][c:2]1[cH:3][c:4]([C:23]2([C:27](=[O:28])[OH:29])[CH2:24][CH2:25][CH2:26]2)[cH:5][c:6](-[c:14]2[cH:15][cH:16][c:17]([CH:20]([CH3:21])[CH3:22])[cH:18][cH:19]2)[c:7]1[O:8][CH2:9][C:10]([F:11])([F:12])[F:13]. Reactants: resultant mixture, ClC=1C=CC(=C(N)C1)[N+](=O)[O-] (5-chloro-2-nitroaniline), C(C)(C)(C)OC(=O)N1CCNCC1 (piperazine-1-carboxylic acid tert-butyl ester), C([O-])([O-])=O.[K+].[K+] (potassium carbonate), O (water). The solvent is CN(C(C)=O)C (N,N-dimethylacetamide). Reaction conditions: temperature 120 celsius, time 2 day. Product: C(C)(C)(C)OC(=O)N1CCN(CC1)C1=CC(=C(C=C1)[N+](=O)[O-])N (4-(3-Amino-4-nitro-phenyl)-piperazine-1-carboxylic acid tert-butyl ester). Yield: 272.7%. RXN SMILES: Cl[C:2]1[CH:3]=[CH:4][C:5]([N+:9]([O-:11])=[O:10])=[C:6]([CH:8]=1)[NH2:7].[C:12]([O:16][C:17]([N:19]1[CH2:24][CH2:23][NH:22][CH2:21][CH2:20]1)=[O:18])([CH3:15])([CH3:14])[CH3:13].C(=O)([O-])[O-].[K+].[K+].O>CN(C)C(=O)C>[C:12]([O:16][C:17]([N:19]1[CH2:24][CH2:23][N:22]([C:2]2[CH:3]=[CH:4][C:5]([N+:9]([O-:11])=[O:10])=[C:6]([NH2:7])[CH:8]=2)[CH2:21][CH2:20]1)=[O:18])([CH3:15])([CH3:13])[CH3:14] |f:2.3.4|. Reported procedure: A mixture of 5-chloro-2-nitroaniline (5.0 g, 29 mmol), piperazine-1-carboxylic acid tert-butyl ester (17 g, 9.1 mmol) and anhydrous potassium carbonate (4.4 g, 32 mmol) in N,N-dimethylacetamide (20 ml) was stirred at 120° C. under nitrogen for 2 days. Sample NMR analysis showed almost complete conversion of the starting material. The resultant mixture was then cooled to room temperature, poured into cold water (50 mL) and stirred vigorously for 2 hours. The resulting yellow precipitate was colle... Starting materials: O.C1(=CC=C(C=C1)S(=O)(=O)O)C (4-Toluenesulfonic acid monohydrate), COC(C)(C)OC (2,2-dimethoxy propane), O.C=1(C(=CC=CC1)S(=O)(=O)O)C (toluenesulfonic acid monohydrate). The solvent is CC(=O)C (acetone). Yields the product CC1(OCC(CO1)(CO)C)C (2,2,5-Trimethyl-5-hydroxymethyl-1,3-dioxane). RXN SMILES: O.[C:2]1([CH3:12])[CH:7]=CC(S(O)(=O)=O)=C[CH:3]=1.[CH3:13][O:14][C:15]([O:18]C)([CH3:17])[CH3:16].O.C1(C)C(S(O)(=O)=[O:28])=CC=CC=1>CC(C)=O>[CH3:16][C:15]1([CH3:17])[O:18][CH2:7][C:2]([CH3:12])([CH2:3][OH:28])[CH2:13][O:14]1 |f:0.1,3.4|. Reported procedure: Alternative Procedure: 4-Toluenesulfonic acid monohydrate (51.3 g) in acetone (275 mL) was stirred with 2,2-dimethoxy propane (75 mL) and toluenesulfonic acid monohydrate (1.3 g) for 18 hr at room temperature, and worked up in a similar manner as indicated in the procedure above, 52.12 g (76% yield), b.p. 72-75° C./0.65 mmHg. Mass spec: m/z 161, (M+1)+. Anal Calcd for C8H15O3: C, 59.98; H, 10.07%. Found: C, 59.62; H, 10.07%. 1H NMR (CDCl3) δ ppm: 0.83 (s, 3H), 1.40 (s, 3H), 1.44 (s, 3H), 3.59-3.... Reactants: FC1=C(C=O)C=CC(=C1)F (2,4-difluorobenzaldehyde), C(CO)O (ethylene glycol), C1(=CC=C(C=C1)S(=O)(=O)O)C (p-toluene sulfonic acid). Solvent: C1(=CC=CC=C1)C (toluene). The product is FC1=C(C=CC(=C1)F)C1OCCO1 (2-(2,4-difluoro-phenyl)-[1,3]dioxolane). Reaction SMILES: [F:1][C:2]1[CH:9]=[C:8]([F:10])[CH:7]=[CH:6][C:3]=1[CH:4]=[O:5].[CH2:11](O)[CH2:12][OH:13].C1(C)C=CC(S(O)(=O)=O)=CC=1>C1(C)C=CC=CC=1>[F:1][C:2]1[CH:9]=[C:8]([F:10])[CH:7]=[CH:6][C:3]=1[CH:4]1[O:13][CH2:12][CH2:11][O:5]1. Reported procedure: A stirred solution of 2,4-difluorobenzaldehyde (15.4 ml) in toluene (200 ml) was treated with ethylene glycol (23.2 ml) and p-toluene sulfonic acid (0.53 g). The reaction mixture was heated to reflux during 5 hrs (Dean-Stark trap), then it was cooled to r.t and poured onto ice. The organic layer was separated off, washed with 10% KHCO3-solution and brine, dried over MgSO4, filtered and concentrated to give 2-(2,4-difluoro-phenyl)-[1,3]dioxolane (26.8 g) as a light yellow oil. MS 186.1 ([M]+) The product is NC(=O)c1nc(CCl)n(-c2ccc(Cl)cc2C(O)c2ccccc2)n1. Starting materials: [BH4-], NC(=O)c1nc(CCl)n(-c2ccc(Cl)cc2C(=O)c2ccccc2)n1, CO, Cl, [Na+], C1CCOC1. As a reaction SMILES: [BH4-:1].[C:3]([c:4]1[cH:5][cH:6][cH:7][cH:8][cH:9]1)(=[O:10])[c:11]1[c:12](-[n:18]2[n:19][c:20]([C:25](=[O:26])[NH2:27])[n:21][c:22]2[CH2:23][Cl:24])[cH:13][cH:14][c:15]([Cl:17])[cH:16]1.[CH3:34][OH:35].[ClH:28].[Na+:2].[O:29]1[CH2:30][CH2:31][CH2:32][CH2:33]1>>[CH:3]([c:4]1[cH:5][cH:6][cH:7][cH:8][cH:9]1)([OH:10])[c:11]1[c:12](-[n:18]2[n:19][c:20]([C:25](=[O:26])[NH2:27])[n:21][c:22]2[CH2:23][Cl:24])[cH:13][cH:14][c:15]([Cl:17])[cH:16]1. Starting materials: CC(C)COC(=O)Cl, C1CCOC1, CN1CCOCC1, C#CC1CCC(C(=O)O)N1C(=O)CCl, [K+], N, C1COCCO1, O=S(=O)([O-])O. Product: C#CC1CCC(C(N)=O)N1C(=O)CCl. RXN SMILES: [CH2:22]([O:23][C:24]([Cl:25])=[O:26])[CH:27]([CH3:28])[CH3:29].[CH2:37]1[O:38][CH2:39][CH2:40][CH2:41]1.[CH3:15][N:16]1[CH2:17][CH2:18][O:19][CH2:20][CH2:21]1.[Cl:1][CH2:2][C:3](=[O:4])[N:5]1[CH:6]([C:7](=[O:8])[OH:9])[CH2:10][CH2:11][CH:12]1[C:13]#[CH:14].[K+:47].[NH3:30].[O:31]1[CH2:32][CH2:33][O:34][CH2:35][CH2:36]1.[S:42](=[O:43])(=[O:44])([OH:45])[O-:46]>>[Cl:1][CH2:2][C:3](=[O:4])[N:5]1[CH:6]([C:7](=[O:8])[NH2:16])[CH2:10][CH2:11][CH:12]1[C:13]#[CH:14]. Solvent: C1CCOC1 (THF), C(C)#N (acetonitrile). Run at temperature 150 celsius. Procedure: Intermediate 23 (276 mg; 1.5 mmol; 1 eq.), Intermediate 41 (436 mg; 1.8 mmol; 1.2 eq.) and 1-ethyl-3-(3-dimethylaminopropyl)carbodiimide hydrochloride (345 mg; 1.8 mmol; 1.2 eq.) were dissolved in THF (6 mL) and acetonitrile (6 mL) and the reaction mixture was stirred at room temperature for 2 hours. DIEA (0.61 mL; 3.6 mmol; 2.4 eq.) was added and the mixture was heated in the microwave at 150° C. for 30 min. The reaction mixture was then filtered through a SPE-NH2 column (2 g) and through a SPE... Reactants: CCN(C(C)C)C(C)C (DIEA), FC=1C=CC(=C(C1)C(N)=NO)OC (5-fluoro-N′-hydroxy-2-methoxybenzenecarboximidamide), OCC1=C(C=CC(=C1)C(=O)O)C1=C(C=CC=C1)C (2-(hydroxymethyl)-2′-methylbiphenyl-4-carboxylic acid), Cl.C(C)N=C=NCCCN(C)C (1-ethyl-3-(3-dimethylaminopropyl)carbodiimide hydrochloride). RXN SMILES: [F:1][C:2]1[CH:3]=[CH:4][C:5]([O:12][CH3:13])=[C:6]([C:8](=[N:10][OH:11])[NH2:9])[CH:7]=1.[OH:14][CH2:15][C:16]1[CH:21]=[C:20]([C:22](O)=O)[CH:19]=[CH:18][C:17]=1[C:25]1[CH:30]=[CH:29][CH:28]=[CH:27][C:26]=1[CH3:31].Cl.C(N=C=NCCCN(C)C)C.CCN(C(C)C)C(C)C>C1COCC1.C(#N)C>[F:1][C:2]1[CH:3]=[CH:4][C:5]([O:12][CH3:13])=[C:6]([C:8]2[N:9]=[C:22]([C:20]3[CH:19]=[CH:18][C:17]([C:25]4[CH:30]=[CH:29][CH:28]=[CH:27][C:26]=4[CH3:31])=[C:16]([CH2:15][OH:14])[CH:21]=3)[O:11][N:10]=2)[CH:7]=1 |f:2.3|. Product: FC=1C=CC(=C(C1)C1=NOC(=N1)C1=CC(=C(C=C1)C1=C(C=CC=C1)C)CO)OC ({4-[3-(5-fluoro-2-methoxyphenyl)-1,2,4-oxadiazol-5-yl]-2′-methylbiphenyl-2-yl}methanol).